Dataset: the Open Reaction Database (ORD), a public repository of structured organic reaction records. Task: describe an organic reaction: reactants, conditions, products, and yield The reactants are OC1=C(C(=O)OC)C=C(C=C1)O (methyl 2,5-dihydroxybenzoate), C1(=CC=C(C=C1)S(=O)(=O)OCCC(CC(C)(C)C)C)C (3,5,5-trimethylhexyl p-toluenesulfonate). Yields the product CC(CCOC=1C=CC(=C(C(=O)OC)C1)O)CC(C)(C)C (methyl 5-(3,5,5-trimethylhexyloxy)-2-hydroxybenzoate). The yield is 76.0%. Reaction SMILES: [OH:1][C:2]1[CH:11]=[CH:10][C:9]([OH:12])=[CH:8][C:3]=1[C:4]([O:6][CH3:7])=[O:5].C1(C)C=CC(S(O[CH2:23][CH2:24][CH:25]([CH3:31])[CH2:26][C:27]([CH3:30])([CH3:29])[CH3:28])(=O)=O)=CC=1>>[CH3:31][CH:25]([CH2:26][C:27]([CH3:30])([CH3:29])[CH3:28])[CH2:24][CH2:23][O:12][C:9]1[CH:10]=[CH:11][C:2]([OH:1])=[C:3]([CH:8]=1)[C:4]([O:6][CH3:7])=[O:5]. Procedure: Synthesis was carried out in the same manner as in Example 1, except for replacing methyl 2,4-dihydroxybenzoate with methyl 2,5-dihydroxybenzoate and replacing 2-ethylhexyl bromide with 3,5,5-trimethylhexyl p-toluenesulfonate, to obtain methyl 5-(3,5,5-trimethylhexyloxy)-2-hydroxybenzoate represented by the following chemical formula (hereinafter referred to as compound 10) as a colorless, clear and oily substance in a yield of 76%. The analytical results are shown below. ##STR31## Yields the product C(CCCCCC=C)(=O)N1C(OC[C@@H]1CC1=CC=CC=C1)=O ((4S)-3-(7-Octenoyl)-4-benzyl-1,3-oxazolidin-2-one). Solvent: C1CCOC1 (THF). Procedure: To a solution of (S)-(-)-4-benzyl-2-oxazolidinone (12.4 g, 69.79 mmol) in THF (200 mL) at −78° C. was added dropwise n-BuLi (30.7 mL, 2.5M solution in hexane, 76.77 mmol). After stirring for 30 min at the same temperature, the reaction mixture was then treated with 7-octenoyl chloride (11.21 g, 69.79 mmol). The reaction mixture was stirred and allowed to warm to 10° C. over 5 h, and then quenched with saturated aqueous NH4Cl solution (200 mL). The aqueous layer was extracted with EtOAc (200 mL×2... The reactants are C(C1=CC=CC=C1)[C@@H]1NC(OC1)=O ((S)-(-)-4-benzyl-2-oxazolidinone), [Li]CCCC (n-BuLi), C(CCCCCC=C)(=O)Cl (7-octenoyl chloride). As a reaction SMILES: [CH2:1]([C@H:8]1[CH2:12][O:11][C:10](=[O:13])[NH:9]1)[C:2]1[CH:7]=[CH:6][CH:5]=[CH:4][CH:3]=1.[Li]CCCC.[C:19](Cl)(=[O:27])[CH2:20][CH2:21][CH2:22][CH2:23][CH2:24][CH:25]=[CH2:26]>C1COCC1>[C:19]([N:9]1[C@@H:8]([CH2:1][C:2]2[CH:3]=[CH:4][CH:5]=[CH:6][CH:7]=2)[CH2:12][O:11][C:10]1=[O:13])(=[O:27])[CH2:20][CH2:21][CH2:22][CH2:23][CH2:24][CH:25]=[CH2:26]. Run at temperature 10 celsius, time 30 minute. Starting materials: [Br-].[Na+] (sodium bromide), [Na] (sodium), C(C1=CC=CC=C1)Br (benzyl bromide), BrC1=C(C(=CC(=C1)F)Br)O (2,6-dibromo-4-fluorophenol). The solvent is C(C)O (ethanol). Reaction conditions: time 30 minute. Product: C(C1=CC=CC=C1)OC1=C(C=C(C=C1Br)F)Br ((2,6-Dibromo-4-fluoro-phenyl) benzyl ether). RXN SMILES: [Na].[Br:2][C:3]1[CH:8]=[C:7]([F:9])[CH:6]=[C:5]([Br:10])[C:4]=1[OH:11].[CH2:12](Br)[C:13]1[CH:18]=[CH:17][CH:16]=[CH:15][CH:14]=1.[Br-].[Na+]>C(O)C>[CH2:12]([O:11][C:4]1[C:3]([Br:2])=[CH:8][C:7]([F:9])=[CH:6][C:5]=1[Br:10])[C:13]1[CH:18]=[CH:17][CH:16]=[CH:15][CH:14]=1 |f:3.4,^1:0|. Procedure: 2.21 g (96 mmol) of sodium is dissolved in 66 ml of ethanol with exclusion of moisture. 21.6 g (80 mmol) of 2,6-dibromo-4-fluorophenol is added to this solution. A suspension results. 20.5 g (120 mmol) of benzyl bromide is added to the suspension. It is stirred for 30 minutes at room temperature and then is refluxed for 1 hour. A sample of the suspension then reacts neutrally to moist reaction paper. The precipitate of the sodium bromide is suctioned off, the filtrate is evaporated to dryness an... Starting materials: O=C([O-])[O-], C1CCOC1, [Cs+], [Cs+], CC1(C)OB(c2ccnc(F)c2)OC1(C)C, O, Ic1c(-c2ccccc2)nn2c1CCC2. Product: Fc1cc(-c2c(-c3ccccc3)nn3c2CCC3)ccn1. RXN SMILES: [C:32](=[O:33])([O-:34])[O-:35].[CH2:39]1[O:40][CH2:41][CH2:42][CH2:43]1.[Cs+:36].[Cs+:37].[F:16][c:17]1[n:18][cH:19][cH:20][c:21]([B:23]2[O:24][C:25]([CH3:26])([CH3:27])[C:28]([CH3:29])([CH3:30])[O:31]2)[cH:22]1.[OH2:38].[c:1]1(-[c:7]2[c:8]([I:15])[c:9]3[n:10]([n:11]2)[CH2:12][CH2:13][CH2:14]3)[cH:2][cH:3][cH:4][cH:5][cH:6]1>>[c:1]1(-[c:7]2[c:8](-[c:21]3[cH:20][cH:19][n:18][c:17]([F:16])[cH:22]3)[c:9]3[n:10]([n:11]2)[CH2:12][CH2:13][CH2:14]3)[cH:2][cH:3][cH:4][cH:5][cH:6]1. Reactants: O[C@H](C)[C@@H]1[C@@H]2N(C(=C([C@@H]2C)OP(=O)(C2=CC=CC=C2)C2=CC=CC=C2)C(=O)OCC2=CC=C(C=C2)[N+](=O)[O-])C1=O (4-nitrobenzyl (1R,5R,6S)-6-[(1R)-1-hydroxyethyl]-1-methyl-2-(diphenylphosphoryloxy)-1-carbapen-2-em-3-carboxylate), S[C@H]1C[C@H](N(C1)C(=O)OCC1=CC=C(C=C1)[N+](=O)[O-])C(=O)N1C[C@H](CC1)N(C(CNC(=N)N)=O)C(=O)OCC1=CC=C(C=C1)[N+](=O)[O-] ((2S,4S)-4-mercapto-1-(4-nitrobenzyloxycarbonyl)-2-[(3S)-3-[(4-nitrobenzyloxycarbonyl)guanidinoacetylamino]pyrrolidin-1-ylcarbonyl]pyrrolidine). Product: [N+](=O)([O-])C1=CC=C(COC(=O)N2[C@@H](C[C@@H](C2)SC=2[C@@H]([C@H]3N(C2C(=O)OCC2=CC=C(C=C2)[N+](=O)[O-])C([C@@H]3[C@@H](C)O)=O)C)C(=O)N3C[C@H](CC3)N(C(CNC(=N)N)=O)C(=O)OCC3=CC=C(C=C3)[N+](=O)[O-])C=C1 (4-nitrobenzyl (1R,5S,6S)-2-[(2S,4S)-1-(4-nitrobenzyloxycarbonyl)-2-[(3S)-3-[(4-nitrobenzyloxycarbonyl)guanidinoacetylamino]pyrrolidin-1-ylcarbonyl]pyrrolidin-4-ylthio]-6-[(1R)-1-hydroxyethyl]-1-methyl-1-carbapen-2-em-3-carboxylate). Isolated yield 49.6%. Reaction SMILES: [OH:1][C@@H:2]([C@H:4]1[C:39](=[O:40])[N:6]2[C:7]([C:26]([O:28][CH2:29][C:30]3[CH:35]=[CH:34][C:33]([N+:36]([O-:38])=[O:37])=[CH:32][CH:31]=3)=[O:27])=[C:8](OP(C3C=CC=CC=3)(C3C=CC=CC=3)=O)[C@H:9]([CH3:10])[C@H:5]12)[CH3:3].[SH:41][C@@H:42]1[CH2:46][N:45]([C:47]([O:49][CH2:50][C:51]2[CH:56]=[CH:55][C:54]([N+:57]([O-:59])=[O:58])=[CH:53][CH:52]=2)=[O:48])[C@H:44]([C:60]([N:62]2[CH2:66][CH2:65][C@H:64]([N:67]([C:75]([O:77][CH2:78][C:79]3[CH:84]=[CH:83][C:82]([N+:85]([O-:87])=[O:86])=[CH:81][CH:80]=3)=[O:76])[C:68](=[O:74])[CH2:69][NH:70][C:71]([NH2:73])=[NH:72])[CH2:63]2)=[O:61])[CH2:43]1>>[N+:57]([C:54]1[CH:55]=[CH:56][C:51]([CH2:50][O:49][C:47]([N:45]2[CH2:46][C@@H:42]([S:41][C:8]3[C@H:9]([CH3:10])[C@@H:5]4[C@@H:4]([C@H:2]([OH:1])[CH3:3])[C:39](=[O:40])[N:6]4[C:7]=3[C:26]([O:28][CH2:29][C:30]3[CH:31]=[CH:32][C:33]([N+:36]([O-:38])=[O:37])=[CH:34][CH:35]=3)=[O:27])[CH2:43][C@H:44]2[C:60]([N:62]2[CH2:66][CH2:65][C@H:64]([N:67]([C:75]([O:77][CH2:78][C:79]3[CH:84]=[CH:83][C:82]([N+:85]([O-:87])=[O:86])=[CH:81][CH:80]=3)=[O:76])[C:68](=[O:74])[CH2:69][NH:70][C:71]([NH2:73])=[NH:72])[CH2:63]2)=[O:61])=[O:48])=[CH:52][CH:53]=1)([O-:59])=[O:58]. Reported procedure: By using 4-nitrobenzyl (1R,5R,6S)-6-[(1R)-1-hydroxyethyl]-1-methyl-2-(diphenylphosphoryloxy)-1-carbapen-2-em-3-carboxylate (697 mg) and (2S,4S)-4-mercapto-1-(4-nitrobenzyloxycarbonyl)-2-[(3S)-3-[(4-nitrobenzyloxycarbonyl)guanidinoacetylamino]pyrrolidin-1-ylcarbonyl]pyrrolidine (751 mg), reaction and purification were carried out in a similar manner to that described in Example 1-(1), whereby 4-nitrobenzyl (1R,5S,6S)-2-[(2S,4S)-1-(4-nitrobenzyloxycarbonyl)-2-[(3S)-3-[(4-nitrobenzyloxycarbonyl)gua... Reactants: O=Cc1ccc(C(=O)O)cc1, O=S(Cl)Cl, c1ccncc1. Yields the product O=Cc1ccc(C(=O)Cl)cc1. Reaction SMILES: [C:1]([c:2]1[cH:3][cH:4][c:5]([CH:6]=[O:7])[cH:8][cH:9]1)(=[O:10])[OH:11].[S:12]([Cl:13])([Cl:14])=[O:15].[cH:16]1[cH:17][cH:18][n:19][cH:20][cH:21]1>>[C:1]([c:2]1[cH:3][cH:4][c:5]([CH:6]=[O:7])[cH:8][cH:9]1)(=[O:11])[Cl:14]. RXN SMILES: [C:1]([OH:20])(=[O:19])[CH2:2][CH2:3][CH2:4][CH2:5][CH2:6][CH2:7][CH2:8][CH2:9][CH2:10][CH2:11][CH2:12][CH2:13][CH2:14][CH2:15][CH2:16][CH2:17][CH3:18].[O-2].[Mg+2:22].O(Cl)Cl.[Mg]>>[C:1]([O-:20])(=[O:19])[CH2:2][CH2:3][CH2:4][CH2:5][CH2:6][CH2:7][CH2:8][CH2:9][CH2:10][CH2:11][CH2:12][CH2:13][CH2:14][CH2:15][CH2:16][CH2:17][CH3:18].[Mg+2:22].[C:1]([O-:20])(=[O:19])[CH2:2][CH2:3][CH2:4][CH2:5][CH2:6][CH2:7][CH2:8][CH2:9][CH2:10][CH2:11][CH2:12][CH2:13][CH2:14][CH2:15][CH2:16][CH2:17][CH3:18] |f:1.2,3.4,5.6.7|. Procedure: Product from Example 1, amounting to 50 pounds, was placed in a rotary drum dryer and was heated to 192° F. Then 0.41 pounds of commercial grade stearic acid and 0.205 pounds of magnesium oxide powder (93% passing through a 300 mesh U.S. Standard Screen) were added. The stearic acid melted, flowed onto the granules of magnesium oxychloride coated mineral supplement granules and reacted with the magnesium oxide to form a dry, solid magnesium stearate coating on the outside of the granules. The ma... The reactants are Product, C(CCCCCCCCCCCCCCCCC)(=O)O (stearic acid), O(Cl)Cl.[Mg] (magnesium oxychloride), C(CCCCCCCCCCCCCCCCC)(=O)O (stearic acid), [O-2].[Mg+2] (magnesium oxide), [O-2].[Mg+2] (magnesium oxide). Reaction conditions: temperature 192 fahrenheit. Yields the product C(CCCCCCCCCCCCCCCCC)(=O)[O-].[Mg+2].C(CCCCCCCCCCCCCCCCC)(=O)[O-] (magnesium stearate).